From a dataset of the Open Reaction Database (ORD), a public repository of structured organic reaction records. describe an organic reaction: reactants, conditions, products, and yield Reactants: C(C1=CC=CC=C1)(C1=CC=CC=C1)[C@H]1OC[C@H]2O[C@H]2C1 ((1R, 4S, 6S)-4-benzhydryl-3,7-dioxa-bicyclo[4.1.0]-heptane), COC1=CC=C(CN)C=C1 (p-methoxybenzylamine). Product: C(C1=CC=CC=C1)(C1=CC=CC=C1)[C@@H]1C[C@H]([C@H](CO1)O)NCC1=CC=C(C=C1)OC ((3R, 4R, 6S)-6-benzhydryl-4-(4-methoxy-benzylamino)-tetrahydropyran-3-ol). As a reaction SMILES: [CH:1]([C@@H:14]1[CH2:20][C@H:19]2[C@H:17]([O:18]2)[CH2:16][O:15]1)([C:8]1[CH:13]=[CH:12][CH:11]=[CH:10][CH:9]=1)[C:2]1[CH:7]=[CH:6][CH:5]=[CH:4][CH:3]=1.[CH3:21][O:22][C:23]1[CH:30]=[CH:29][C:26]([CH2:27][NH2:28])=[CH:25][CH:24]=1>>[CH:1]([C@H:14]1[O:15][CH2:16][C@H:17]([OH:18])[C@H:19]([NH:28][CH2:27][C:26]2[CH:29]=[CH:30][C:23]([O:22][CH3:21])=[CH:24][CH:25]=2)[CH2:20]1)([C:8]1[CH:13]=[CH:12][CH:11]=[CH:10][CH:9]=1)[C:2]1[CH:3]=[CH:4][CH:5]=[CH:6][CH:7]=1. Reported procedure: (1R, 4S, 6S)-4-benzhydryl-3,7-dioxa-bicyclo[4.1.0]heptane 28b (0.021 g, 0.079 mmol) was reacted with p-methoxybenzylamine (0.22 g, 1.58 mmol) (Procedure E) to yield (3R, 4R, 6S)-6-benzhydryl-4-(4-methoxy-benzylamino)-tetrahydropyran-3-ol, (−)-29 g 0.02 g (63%, [α]D=(−)63.75, c=1, MeOH).